From a dataset of the Open Reaction Database (ORD), a public repository of structured organic reaction records. describe an organic reaction: reactants, conditions, products, and yield The reactants are C(=O)(O)CC1=C(C=NC2=C(C=CC=C12)NC(C1=C(C=CC=C1Cl)Cl)=O)C(=O)OCC (4-carboxymethyl-8-(2,6-dichlorobenzoylamino)-3-ethoxycarbonylquinoline). Solvent: ClCCCl (1,2-dichloroethane). Yields the product ClC1=C(C(=O)NC=2C=CC=C3C(=C(C=NC23)C(=O)OCC)C)C(=CC=C1)Cl (8-(2,6-dichlorobenzoylamino)-3-ethoxycarbonyl-4-methylquinoline). Reaction SMILES: C([CH2:4][C:5]1[C:14]2[C:9](=[C:10]([NH:15][C:16](=[O:25])[C:17]3[C:22]([Cl:23])=[CH:21][CH:20]=[CH:19][C:18]=3[Cl:24])[CH:11]=[CH:12][CH:13]=2)[N:8]=[CH:7][C:6]=1[C:26]([O:28][CH2:29][CH3:30])=[O:27])(O)=O>ClCCCl>[Cl:24][C:18]1[CH:19]=[CH:20][CH:21]=[C:22]([Cl:23])[C:17]=1[C:16]([NH:15][C:10]1[CH:11]=[CH:12][CH:13]=[C:14]2[C:9]=1[N:8]=[CH:7][C:6]([C:26]([O:28][CH2:29][CH3:30])=[O:27])=[C:5]2[CH3:4])=[O:25]. Procedure: A suspension of 4-carboxymethyl-8-(2,6-dichlorobenzoylamino)-3-ethoxycarbonylquinoline (2-5 g) in 1,2-dichloroethane (60 ml) was refluxed for 14 hours. The solvent was removed under reduced pressure and the residual solid was treated with hot ethanol (45 ml) to afford 8-(2,6-dichlorobenzoylamino)-3-ethoxycarbonyl-4-methylquinoline (2.08 g) as a colorless prism. Starting materials: CC(C)(C)C(Br)C(=O)O, CC(C)(N)c1ccccc1, C(=NC1CCCCC1)=NC1CCCCC1, c1ccccc1, c1ccncc1. Yields the product CC(C)(NC(=O)C(Br)C(C)(C)C)c1ccccc1. Reaction SMILES: [Br:1][CH:2]([C:3](=[O:4])[OH:5])[C:6]([CH3:7])([CH3:8])[CH3:9].[CH3:16][C:17]([c:18]1[cH:19][cH:20][cH:21][cH:22][cH:23]1)([CH3:24])[NH2:25].[CH:26]1([N:27]=[C:28]=[N:29][CH:30]2[CH2:31][CH2:32][CH2:33][CH2:34][CH2:35]2)[CH2:36][CH2:37][CH2:38][CH2:39][CH2:40]1.[cH:10]1[cH:11][cH:12][cH:13][cH:14][cH:15]1.[cH:41]1[cH:42][cH:43][n:44][cH:45][cH:46]1>>[Br:1][CH:2]([C:3](=[O:4])[NH:25][C:17]([CH3:16])([c:18]1[cH:19][cH:20][cH:21][cH:22][cH:23]1)[CH3:24])[C:6]([CH3:7])([CH3:8])[CH3:9].